From a dataset of the Open Reaction Database (ORD), a public repository of structured organic reaction records. describe an organic reaction: reactants, conditions, products, and yield Procedure: A mixture of 3.0 g (0.0095 mole) of 6-chloro-7,8-dimethoxy-1-phenyl-2,3,4,5-tetrahydro-1H-3-benzazepine, 5.5 g (0.04 mole) of potassium carbonate and 1.15 g (0.0095 mole) of allyl bromide in 80 ml of dry dimethylformamide was refluxed for 45 minutes, filtered and the filtrate evaporated to dryness. The residue was dissolved in ethyl acetate, washed with water and dried and concentrated to the light yellow oil (2.46 g, 78%). T.l.c. (10% methanol in chloroform) showed no starting material. The cru... Reaction conditions: time 2 hour. Reaction SMILES: [Cl:1][C:2]1[C:12]2[CH2:11][CH2:10][NH:9][CH2:8][CH:7]([C:13]3[CH:18]=[CH:17][CH:16]=[CH:15][CH:14]=3)[C:6]=2[CH:5]=[C:4]([O:19]C)[C:3]=1[O:21]C.C(=O)([O-])[O-].[K+].[K+].[CH2:29]([Br:32])[CH:30]=[CH2:31].B(Br)(Br)Br>CN(C)C=O.C(Cl)Cl.CO>[BrH:32].[CH2:31]([N:9]1[CH2:8][CH:7]([C:13]2[CH:18]=[CH:17][CH:16]=[CH:15][CH:14]=2)[C:6]2[CH:5]=[C:4]([OH:19])[C:3]([OH:21])=[C:2]([Cl:1])[C:12]=2[CH2:11][CH2:10]1)[CH:30]=[CH2:29] |f:1.2.3,9.10|. Solvent: C(Cl)Cl (methylene chloride), CN(C=O)C (dimethylformamide), CO (methanol). The yield is 32.0%. Yields the product Br.C(C=C)N1CCC2=C(C(C1)C1=CC=CC=C1)C=C(C(=C2Cl)O)O (3-allyl-6-chloro-7,8-dihydroxy-1-phenyl-2,3,4,5-tetrahydro-1H-3-benzazepine hydrobromide). Reactants: B(Br)(Br)Br (boron tribromide), ClC1=C(C(=CC=2C(CNCCC21)C2=CC=CC=C2)OC)OC (6-chloro-7,8-dimethoxy-1-phenyl-2,3,4,5-tetrahydro-1H-3-benzazepine), C([O-])([O-])=O.[K+].[K+] (potassium carbonate), C(C=C)Br (allyl bromide). The reactants are C1C(C=CC2=CC=CC=C12)C1C(N(C(C1)=O)C)=O (3-(1,2-dihydro-2-naphthalenyl)-1-methyl-2,5-pyrrolidinedione), C(=O)([O-])[O-].[K+].[K+] (K2CO3), lithium aluminum anhydride, C(C)OCC (diethyl ether). Solvent: O1CCOCC1 (dioxane). The product is C1C(C=CC2=CC=CC=C12)C1CN(CC1)C (3-(1,2-dihydro-2-naphthalenyl)-1-methylpyrrolidine). Reaction SMILES: [CH2:1]1[C:10]2[C:5](=[CH:6][CH:7]=[CH:8][CH:9]=2)[CH:4]=[CH:3][CH:2]1[CH:11]1[CH2:15][C:14](=O)[N:13]([CH3:17])[C:12]1=O.C(OCC)C.C([O-])([O-])=O.[K+].[K+]>O1CCOCC1>[CH2:1]1[C:10]2[C:5](=[CH:6][CH:7]=[CH:8][CH:9]=2)[CH:4]=[CH:3][CH:2]1[CH:11]1[CH2:15][CH2:14][N:13]([CH3:17])[CH2:12]1 |f:2.3.4|. Procedure: The 3-(1,2-dihydro-2-naphthalenyl)-1-methyl-2,5-pyrrolidinedione, 60 g, is taken up in dioxane and added dropwise to a suspension of 40 g of lithium aluminum anhydride (LAH) in 2 l. diethyl ether. After 5 hours at reflux, the mixture is decomposed with K2CO3 solution and filtered. Evaporation of the organic layer leaves 42.8 g of 3-(1,2-dihydro-2-naphthalenyl)-1-methylpyrrolidine which is distilled at 125°-150°/0.2 mm IR and NMR consistent, 28 g yield (54%). Starting materials: Cc1cc(N)cc(C)c1S(=O)(=O)C[N+](=O)[O-], Cl, O=S(=O)(Cl)c1ccc(F)cc1F, [K+], C1CCOC1, [OH-], O, c1ccncc1. Yields the product Cc1cc(NS(=O)(=O)c2ccc(F)cc2F)cc(C)c1S(=O)(=O)C[N+](=O)[O-]. RXN SMILES: [CH3:21][c:22]1[cH:23][c:24]([NH2:25])[cH:26][c:27]([CH3:36])[c:28]1[S:29](=[O:30])(=[O:31])[CH2:32][N+:33](=[O:34])[O-:35].[ClH:37].[F:9][c:10]1[c:11]([S:17](=[O:18])(=[O:19])[Cl:20])[cH:12][cH:13][c:14]([F:16])[cH:15]1.[K+:8].[O:38]1[CH2:39][CH2:40][CH2:41][CH2:42]1.[OH-:7].[OH2:43].[cH:1]1[cH:2][cH:3][n:4][cH:5][cH:6]1>>[F:9][c:10]1[c:11]([S:17](=[O:18])(=[O:19])[NH:25][c:24]2[cH:23][c:22]([CH3:21])[c:28]([S:29](=[O:30])(=[O:31])[CH2:32][N+:33](=[O:34])[O-:35])[c:27]([CH3:36])[cH:26]2)[cH:12][cH:13][c:14]([F:16])[cH:15]1.